From a dataset of the Open Reaction Database (ORD), a public repository of structured organic reaction records. describe an organic reaction: reactants, conditions, products, and yield Starting materials: BrC=1C=C2N(C(NC2)=O)C1 (6-bromo-1H-pyrrolo[1,2-c]imidazol-3(2H)-one), C(C)(C)(C)NC1=NC2=C(C=CC=C2N=C1C)B1OC(C(O1)(C)C)(C)C (N-(tert-butyl)-3-methyl-8-(4,4,5,5-tetramethyl-1,3,2-dioxaborolan-2-yl)quinoxalin-2-amine), [O-]P(=O)([O-])[O-].[K+].[K+].[K+] (K3PO4), CC(C)C1=CC(=C(C(=C1)C(C)C)C2=C(C=CC=C2)P(C3CCCCC3)C4CCCCC4)C(C)C (XPhos). The reagents and catalysts are C=1C=CC(=CC1)/C=C/C(=O)/C=C/C2=CC=CC=C2.C=1C=CC(=CC1)/C=C/C(=O)/C=C/C2=CC=CC=C2.C=1C=CC(=CC1)/C=C/C(=O)/C=C/C2=CC=CC=C2.[Pd].[Pd] (Pd2dba3). Run in O1CCOCC1 (dioxane), O (water). Conditions: temperature 70 celsius, time 70 minute. Product: C(C)(C)(C)NC=1C(=NC2=CC=CC(=C2N1)C=1C=C2N(C(NC2)=O)C1)C (6-(3-(tert-butylamino)-2-methyl-quinoxalin-5-yl)-1H-pyrrolo[1,2-c]imidazol-3(2H)-one). Yield: 55.9%. RXN SMILES: Br[C:2]1[CH:3]=[C:4]2[CH2:8][NH:7][C:6](=[O:9])[N:5]2[CH:10]=1.[C:11]([NH:15][C:16]1[C:25]([CH3:26])=[N:24][C:23]2[C:18](=[C:19](B3OC(C)(C)C(C)(C)O3)[CH:20]=[CH:21][CH:22]=2)[N:17]=1)([CH3:14])([CH3:13])[CH3:12].[O-]P([O-])([O-])=O.[K+].[K+].[K+].CC(C1C=C(C(C)C)C(C2C=CC=CC=2P(C2CCCCC2)C2CCCCC2)=C(C(C)C)C=1)C>O1CCOCC1.O.C1C=CC(/C=C/C(/C=C/C2C=CC=CC=2)=O)=CC=1.C1C=CC(/C=C/C(/C=C/C2C=CC=CC=2)=O)=CC=1.C1C=CC(/C=C/C(/C=C/C2C=CC=CC=2)=O)=CC=1.[Pd].[Pd]>[C:11]([NH:15][C:16]1[C:25]([CH3:26])=[N:24][C:23]2[C:18]([N:17]=1)=[C:19]([C:2]1[CH:3]=[C:4]3[CH2:8][NH:7][C:6](=[O:9])[N:5]3[CH:10]=1)[CH:20]=[CH:21][CH:22]=2)([CH3:14])([CH3:13])[CH3:12] |f:2.3.4.5,9.10.11.12.13|. Procedure: A mixture of 6-bromo-1H-pyrrolo[1,2-c]imidazol-3(2H)-one (20.5 mg, 0.102 mmol), N-(tert-butyl)-3-methyl-8-(4,4,5,5-tetramethyl-1,3,2-dioxaborolan-2-yl)quinoxalin-2-amine (Example 174b; 43.5 mg, 0.102 mmol), K3PO4 (64.9 mg, 0.306 mmol), Pd2dba3 (Aldrich; 4.67 mg, 5.10 μmol), and XPhos (Strem Chemicals, Inc. MA; 4.86 mg, 10.20 μmol) in a mixture of dioxane (1.0 mL) and water (0.25 mL) was stirred under argon at 70° C. for 70 min. The reaction mixture was subsequently concentrated onto silica gel a... Starting materials: C([C@H](O)[C@@H](O)[C@H](O)CO)O (xylitol), COC(C)(C)OC (2,2-dimethoxypropane), O.C1(=CC=C(C=C1)S(=O)(=O)O)C (p-toluenesulfonic acid monohydrate), 1,2,3,4-diisopropylidenexylitol, 1,2,4,5-diisopropylidenexylitol. RXN SMILES: [CH2:1]([OH:10])[C@@H:2]([C@H:4]([C@@H:6]([CH2:8][OH:9])[OH:7])[OH:5])[OH:3].CO[C:13](OC)([CH3:15])[CH3:14].O.[C:19]1(C)[CH:24]=CC(S(O)(=O)=O)=C[CH:20]=1>>[C:13](=[C:8]([OH:9])[C@@H:6]([OH:7])[C@H:4]([OH:5])[C@@H:2]([OH:3])[C:1](=[C:19]([CH3:24])[CH3:20])[OH:10])([CH3:15])[CH3:14] |f:2.3|. Procedure: In a 5 L round-bottom flask fitted with a thermometer, a nitrogen-introducing tube, and a stirrer were placed 1000 g of xylitol, 1916 g of 2,2-dimethoxypropane, and 37.5 mg of p-toluenesulfonic acid monohydrate and, with introduction of nitrogen thereinto, the reaction was carried out at 65° C. The solvent of the reaction solution was removed by distillation and purification by distillation (b.p. 108° C./0.15 mmHg) was performed to obtain an isomer mixture of 1,2,3,4-diisopropylidenexylitol (for... Yields the product C(C)(C)=C([C@H]([C@@H]([C@H](C(O)=C(C)C)O)O)O)O (Diisopropylidenexylitol).